Dataset: the Open Reaction Database (ORD), a public repository of structured organic reaction records. Task: describe an organic reaction: reactants, conditions, products, and yield The reactants are C(CCC)[Sn](CCCC)(CCCC)COCOCCOC (2-methoxyethoxymethyl tributylstannylmethyl ether), C(CCC)[Li] (n-butyl lithium), C[Si](C1=CC(=CO1)C=O)(C)C (5-trimethylsilyl-3-furaldehyde). Solvent: O1CCCC1 (tetrahydrofuran), O1CCCC1 (THF). Reaction conditions: time 10 minute. Product: OC(COCOCCOC)C1=COC(=C1)[Si](C)(C)C (3-[1-Hydroxy-2-(2-methoxyethoxy)methoxyethyl]-5-trimethylsilylfuran). Isolated yield 50.0%. Reaction SMILES: C([Sn]([CH2:14][O:15][CH2:16][O:17][CH2:18][CH2:19][O:20][CH3:21])(CCCC)CCCC)CCC.C([Li])CCC.[CH3:27][Si:28]([CH3:37])([CH3:36])[C:29]1[O:33][CH:32]=[C:31]([CH:34]=[O:35])[CH:30]=1>O1CCCC1>[OH:35][CH:34]([C:31]1[CH:30]=[C:29]([Si:28]([CH3:37])([CH3:36])[CH3:27])[O:33][CH:32]=1)[CH2:14][O:15][CH2:16][O:17][CH2:18][CH2:19][O:20][CH3:21]. Reported procedure: A solution of 2-methoxyethoxymethyl tributylstannylmethyl ether (620 mg, 1.5 mmole) in tetrahydrofuran (THF) (5 ml) at -78° C. was treated with n-butyl lithium (92.5M solution in hexane: 0.67 ml, 1.67 mmole). After 10 min., a solution of 5-trimethylsilyl-3-furaldehyde (254 mg, 1.5 mmole) in THF (2 ml) was added. The solution was stirred for 3 hours while the cooling bath warmed to room temperature. The mixture was quenched with water and the aqueous phase extracted with ethyl ether. The combined... Reactants: C(C1=CC=CC=C1)[C@@H]1N(C(SC1)=O)C(=O)[C@H](CN1N=NC2=C(C1=O)C=CC=C2)[C@H](CCC2=CC=C(C=C2)C2=CC=C(C=C2)F)O (3-[(2R,3S)-2-{[(4S)-4-benzyl-2-oxo-1,3-thiazolidin-3-yl]carbonyl}-5-(4′-fluorobiphenyl-4-yl)-3-hydroxypentyl]-1,2,3-benzotriazin-4(3H)-one), OO (hydrogen peroxide), O.[OH-].[Li+] (lithium hydroxide monohydrate). Solvent: O1CCCC1.O (tetrahydrofuran water), O (water). Run at temperature 0 celsius. Yields the product FC1=CC=C(C=C1)C1=CC=C(C=C1)CC[C@H]([C@@H](C(=O)O)CN1N=NC2=C(C1=O)C=CC=C2)O ((2S,3R)-5-(4′-fluorobiphenyl-4-yl)-3-hydroxy-2-[(4-oxo-1,2,3-benzotriazin-3(4H)-yl)methyl]pentanoic acid). RXN SMILES: C([C@H]1CSC(=O)N1[C:14]([C@@H:16]([C@@H:29]([OH:45])[CH2:30][CH2:31][C:32]1[CH:37]=[CH:36][C:35]([C:38]2[CH:43]=[CH:42][C:41]([F:44])=[CH:40][CH:39]=2)=[CH:34][CH:33]=1)[CH2:17][N:18]1[C:23](=[O:24])[C:22]2[CH:25]=[CH:26][CH:27]=[CH:28][C:21]=2[N:20]=[N:19]1)=[O:15])C1C=CC=CC=1.[OH:46]O.O.[OH-].[Li+]>O1CCCC1.O.O>[F:44][C:41]1[CH:40]=[CH:39][C:38]([C:35]2[CH:36]=[CH:37][C:32]([CH2:31][CH2:30][C@@H:29]([OH:45])[C@H:16]([CH2:17][N:18]3[C:23](=[O:24])[C:22]4[CH:25]=[CH:26][CH:27]=[CH:28][C:21]=4[N:20]=[N:19]3)[C:14]([OH:15])=[O:46])=[CH:33][CH:34]=2)=[CH:43][CH:42]=1 |f:2.3.4,5.6|. Reported procedure: To a stirred solution of the compound obtained from step f above (0.18 g) in tetrahydrofuran:water (3:1, 10 mL), aqueous hydrogen peroxide solution (30%, 0.15 mL) was added at 0° C., followed by the addition of lithium hydroxide monohydrate (17.6 mg) in water (2 mL). The reaction mixture was stirred at 0° C. until the completion of the hydrolysis. The reaction mixture was concentrated and the residue was extracted with ethyl acetate. The aqueous layer was acidified with sodium hydrogen sulphate ... The reactants are O=C([O-])[O-], BrCc1ccccc1, [Cs+], [Cs+], CN(C)C=O, O=C1CCCc2ccc(O)cc21. The product is O=C1CCCc2ccc(OCc3ccccc3)cc21. Reaction SMILES: [C:13](=[O:14])([O-:15])[O-:16].[CH2:19]([c:20]1[cH:21][cH:22][cH:23][cH:24][cH:25]1)[Br:26].[Cs+:17].[Cs+:18].[O:27]=[CH:28][N:29]([CH3:30])[CH3:31].[OH:1][c:2]1[cH:3][cH:4][c:5]2[c:10]([cH:11]1)[C:9](=[O:12])[CH2:8][CH2:7][CH2:6]2>>[O:1]([c:2]1[cH:3][cH:4][c:5]2[c:10]([cH:11]1)[C:9](=[O:12])[CH2:8][CH2:7][CH2:6]2)[CH2:19][c:20]1[cH:21][cH:22][cH:23][cH:24][cH:25]1. The reactants are CCOC(=O)CNC(=O)c1ccc(-c2nc3c(c(C4CCCCC4)nn3C)c(=O)[nH]2)c(OC)c1, C1COCCO1, [Na+], [OH-]. Yields the product COc1cc(C(=O)NCC(=O)O)ccc1-c1nc2c(c(C3CCCCC3)nn2C)c(=O)[nH]1. As a reaction SMILES: [CH2:1]([CH3:2])[O:3][C:4]([CH2:5][NH:6][C:7]([c:8]1[cH:9][c:10]([O:31][CH3:32])[c:11](-[c:14]2[nH:15][c:16](=[O:30])[c:17]3[c:18]([n:19]2)[n:20]([CH3:29])[n:21][c:22]3[CH:23]2[CH2:24][CH2:25][CH2:26][CH2:27][CH2:28]2)[cH:12][cH:13]1)=[O:33])=[O:34].[CH2:37]1[O:38][CH2:39][CH2:40][O:41][CH2:42]1.[Na+:36].[OH-:35]>>[O:3]=[C:4]([CH2:5][NH:6][C:7]([c:8]1[cH:9][c:10]([O:31][CH3:32])[c:11](-[c:14]2[nH:15][c:16](=[O:30])[c:17]3[c:18]([n:19]2)[n:20]([CH3:29])[n:21][c:22]3[CH:23]2[CH2:24][CH2:25][CH2:26][CH2:27][CH2:28]2)[cH:12][cH:13]1)=[O:33])[OH:34]. The reactants are Cl, NCC(O)c1cccc(Cl)c1, O=C1CCN(c2ccc(CC3SC(=O)NC3=O)cc2)CC1. Product: O=C1NC(=O)C(Cc2ccc(N3CCC(NCC(O)c4cccc(Cl)c4)CC3)cc2)S1. As a reaction SMILES: [ClH:22].[NH2:23][CH2:24][CH:25]([OH:26])[c:27]1[cH:28][c:29]([Cl:33])[cH:30][cH:31][cH:32]1.[O:1]=[C:2]1[CH2:3][CH2:4][N:5]([c:8]2[cH:9][cH:10][c:11]([CH2:12][CH:13]3[C:14](=[O:19])[NH:15][C:16](=[O:18])[S:17]3)[cH:20][cH:21]2)[CH2:6][CH2:7]1>>[CH:2]1([NH:23][CH2:24][CH:25]([OH:26])[c:27]2[cH:28][c:29]([Cl:33])[cH:30][cH:31][cH:32]2)[CH2:3][CH2:4][N:5]([c:8]2[cH:9][cH:10][c:11]([CH2:12][CH:13]3[C:14](=[O:19])[NH:15][C:16](=[O:18])[S:17]3)[cH:20][cH:21]2)[CH2:6][CH2:7]1. The yield is 81.3%. Product: C(CC)NC1=NC2=CC=CC=C2C=C1C(=O)OCC (Ethyl 2-propylaminoquinoline-3-carboxylate). Reactants: ClC1=NC2=CC=CC=C2C=C1C(=O)OCC (ethyl 2-chloroquinoline-3-carboxylate), C(CC)N (propylamine). Reported procedure: An solution of ethyl 2-chloroquinoline-3-carboxylate (1.1 g) [(K. Shimizu et al., J. Pharm. Soc. Jpn., 87, 672(1967)] and propylamine (1.8 g) in ethanol (20 ml) was heated at 95° C. for 8 hours in a sealed tube. The reaction mixture was concentrated under reduced pressure, to which was added a saturated aqueous solution of sodium hydrogencarbonate, followed by extraction with chloroform. The extract was dried over anhydrous sodium sulfate, then the solvent was distilled off. The residue was puri... Solvent: C(C)O (ethanol). RXN SMILES: Cl[C:2]1[C:11]([C:12]([O:14][CH2:15][CH3:16])=[O:13])=[CH:10][C:9]2[C:4](=[CH:5][CH:6]=[CH:7][CH:8]=2)[N:3]=1.[CH2:17]([NH2:20])[CH2:18][CH3:19]>C(O)C>[CH2:17]([NH:20][C:2]1[C:11]([C:12]([O:14][CH2:15][CH3:16])=[O:13])=[CH:10][C:9]2[C:4](=[CH:5][CH:6]=[CH:7][CH:8]=2)[N:3]=1)[CH2:18][CH3:19]. Reactants: C(CC)N1CCNCCC1 (1-propylhomopiperazine), COC=1C(C(C1OC)=O)=O (3,4-dimethoxy-3-cyclobutene-1,2-dione). Run in CO (methanol), CO (methanol). The product is C(CC)N1CCN(CCC1)C=1C(C(C1N1CCN(CCC1)CCC)=O)=O (3,4-bis(4-propyl-1-homopiperazinyl)-3-cyclobutene-1,2-dione). Reaction SMILES: [CH2:1]([N:4]1[CH2:10][CH2:9][CH2:8][NH:7][CH2:6][CH2:5]1)[CH2:2][CH3:3].CO[C:13]1[C:14](=O)[C:15](=[O:19])[C:16]=1[O:17]C>CO>[CH2:1]([N:4]1[CH2:10][CH2:9][CH2:8][N:7]([C:13]2[C:16](=[O:17])[C:15](=[O:19])[C:14]=2[N:7]2[CH2:8][CH2:9][CH2:10][N:4]([CH2:1][CH2:2][CH3:3])[CH2:5][CH2:6]2)[CH2:6][CH2:5]1)[CH2:2][CH3:3]. Procedure details: A solution of 3.1 grams of 1-propylhomopiperazine in 20 ml. of methanol is mixed with a solution of 1.6 grams of 3,4-dimethoxy-3-cyclobutene-1,2-dione in 50 ml. of methanol and refluxed under nitrogen for 5 hours. The methanol solvent is evaporated by heating on a steam bath and the residual solid is dissolved in 70 ml. of anhydrous benzene at room temperature, treated with charcoal, and filtered. The resulting filtrate is diluted with 250 ml. of hexane and the precipitate which forms is separat...